This data is from the Open Reaction Database (ORD), a public repository of structured organic reaction records. The task is: describe an organic reaction: reactants, conditions, products, and yield Reactants: CC1=C(CN)C=CC=C1 (2-Methylbenzylamine), ClC1=C(C=CC=C1Cl)N=C=S (2,3-dichlorophenylisothiocyanate), mercuric acetate, [N-]=[N+]=[N-].[Na+] (sodium azide). Run in C1CCOC1 (THF). Run at time 1 hour. The product is ClC1=C(C=CC=C1Cl)N1N=NN=C1NCC1=C(C=CC=C1)C (1-(2,3-dichlorophenyl)-N-[(2-methylphenyl)methyl]-1H-tetrazol-5-amine). RXN SMILES: [CH3:1][C:2]1[CH:9]=[CH:8][CH:7]=[CH:6][C:3]=1[CH2:4][NH2:5].[Cl:10][C:11]1[C:16]([Cl:17])=[CH:15][CH:14]=[CH:13][C:12]=1[N:18]=[C:19]=S.[N-:21]=[N+:22]=[N-:23].[Na+]>C1COCC1>[Cl:10][C:11]1[C:16]([Cl:17])=[CH:15][CH:14]=[CH:13][C:12]=1[N:18]1[C:19]([NH:5][CH2:4][C:3]2[CH:6]=[CH:7][CH:8]=[CH:9][C:2]=2[CH3:1])=[N:23][N:22]=[N:21]1 |f:2.3|. Procedure details: 2-Methylbenzylamine (89.1 mg, 0.735 mmol) in 8 ml of dry THF was treated with 2,3-dichlorophenylisothiocyanate (150 mg, 0.735 mmol). After stirring at room temperature for 1 hour, the mixture was treated with mercuric acetate (234.2 mg, 0.735 mmol) and sodium azide (143.3 mg, 2.21 mmol) and stirred at room temperature for 16 hours. The mixture was filtered through a pad of Celite and washed with ethyl acetate. The filtrate was concentrated under reduced pressure and purified by preparative HPLC ... Starting materials: COc1ccc(C2CCC(c3ccc(OC)cc3)C2CO)cc1, CC(C)=O. Product: COc1ccc(C2CCC(c3ccc(OC)cc3)C2C(=O)O)cc1. Reaction SMILES: [CH3:1][O:2][c:3]1[cH:4][cH:5][c:6]([CH:9]2[CH:10]([CH2:22][OH:23])[CH:11]([c:14]3[cH:15][cH:16][c:17]([O:20][CH3:21])[cH:18][cH:19]3)[CH2:12][CH2:13]2)[cH:7][cH:8]1.[CH3:24][C:25]([CH3:26])=[O:27]>>[CH3:1][O:2][c:3]1[cH:4][cH:5][c:6]([CH:9]2[CH:10]([C:22](=[O:23])[OH:27])[CH:11]([c:14]3[cH:15][cH:16][c:17]([O:20][CH3:21])[cH:18][cH:19]3)[CH2:12][CH2:13]2)[cH:7][cH:8]1. Starting materials: BrC1=CN=C2N1C=CC(=N2)C(F)F (3-Bromo-7-difluoromethylimidazo[1,2-α]pyrimidine), FC1=C(C=C(C=C1)C=1C(=CC=CC1)C#N)B1OC(C(O1)(C)C)(C)C (4′-fluoro-3′-(4,4,5,5-tetramethyl-[1,3,2]dioxaborolan-2-yl)biphenyl-2-carbonitrile). Product: FC(C1=NC=2N(C=C1)C(=CN2)C=2C=C(C=CC2F)C=2C(=CC=CC2)C#N)F (3′-(7-difluoromethylimidazo[1,2-α]pyrimidin-3-yl)-4′-fluorobiphenyl-2-carbonitrile). Yield: 49.0%. RXN SMILES: Br[C:2]1[N:6]2[CH:7]=[CH:8][C:9]([CH:11]([F:13])[F:12])=[N:10][C:5]2=[N:4][CH:3]=1.[F:14][C:15]1[CH:20]=[CH:19][C:18]([C:21]2[C:22]([C:27]#[N:28])=[CH:23][CH:24]=[CH:25][CH:26]=2)=[CH:17][C:16]=1B1OC(C)(C)C(C)(C)O1>>[F:12][CH:11]([F:13])[C:9]1[CH:8]=[CH:7][N:6]2[C:2]([C:20]3[CH:19]=[C:18]([C:21]4[C:22]([C:27]#[N:28])=[CH:23][CH:24]=[CH:25][CH:26]=4)[CH:17]=[CH:16][C:15]=3[F:14])=[CH:3][N:4]=[C:5]2[N:10]=1. Procedure: 3-Bromo-7-difluoromethylimidazo[1,2-α]pyrimidine (124 mg, 0.50 mmol) was coupled with 4′-fluoro-3′-(4,4,5,5-tetramethyl-[1,3,2]dioxaborolan-2-yl)biphenyl-2-carbonitrile as described in Example 1 to give 3′-(7-difluoromethylimidazo[1,2-α]pyrimidin-3-yl)-4′-fluorobiphenyl-2-carbonitrile (180 mg, 49%) as a yellow powder: δH (400 MHz, CDCl3) 6.69 (1H, t, J 55), 7.32 (1H, d, J 7), 7.42-7.57 (3H, m), 7.64-7.76 (3H, m), 7.84 (1H, dd, J 8 and 1), 8.13 (1H, d, J 1), 8.79 (1H, dd, J 7 and 2); m/z (ES+) 36... As a reaction SMILES: I[C:2]1[N:6]2[C:7]3[C:12]([N:13]=[C:14]([NH:15][CH2:16][CH2:17][CH2:18][OH:19])[C:5]2=[N:4][CH:3]=1)=[CH:11][C:10]([C:20]1[CH:25]=[CH:24][CH:23]=[CH:22][C:21]=1[C:26]([F:29])([F:28])[F:27])=[CH:9][CH:8]=3.[NH:30]1[C:34](B(O)O)=[CH:33][CH:32]=[N:31]1.C(=O)([O-])[O-].[Na+].[Na+]>CN(C)C=O.C1(P(C2C=CC=CC=2)[C-]2C=CC=C2)C=CC=CC=1.[C-]1(P(C2C=CC=CC=2)C2C=CC=CC=2)C=CC=C1.[Fe+2].[Pd](Cl)Cl>[NH:30]1[C:34]([C:2]2[N:6]3[C:7]4[C:12]([N:13]=[C:14]([NH:15][CH2:16][CH2:17][CH2:18][OH:19])[C:5]3=[N:4][CH:3]=2)=[CH:11][C:10]([C:20]2[CH:25]=[CH:24][CH:23]=[CH:22][C:21]=2[C:26]([F:29])([F:27])[F:28])=[CH:9][CH:8]=4)=[CH:33][CH:32]=[N:31]1 |f:2.3.4,6.7.8|. Reagents/catalysts: C1(=CC=CC=C1)P([C-]1C=CC=C1)C1=CC=CC=C1.[C-]1(C=CC=C1)P(C1=CC=CC=C1)C1=CC=CC=C1.[Fe+2] (1,1′bis(diphenylphosphino) ferrocene), [Pd](Cl)Cl (palladium dichloride). Reactants: N1N=CC=C1B(O)O (1H-pyrazole-5-boronic acid), C([O-])([O-])=O.[Na+].[Na+] (sodium carbonate), IC1=CN=C2N1C1=CC=C(C=C1N=C2NCCCO)C2=C(C=CC=C2)C(F)(F)F (3-({1-iodo-7-[2-(trifluoromethyl)phenyl]imidazo[1,2-a]quinoxalin-4-yl}amino)propan-1-ol). The yield is 40.2%. Procedure: A solution of 3-({1-iodo-7-[2-(trifluoromethyl)phenyl]imidazo[1,2-a]quinoxalin-4-yl}amino)propan-1-ol (42 mg; 0.082 mmol; 1 eq), 1,1′bis(diphenylphosphino) ferrocene)palladium dichloride. dichloromethane complex (20.1 mg; 0.025 mmol; 0.3 eq), 1H-pyrazole-5-boronic acid (18.3 mg; 0.164 mmol; 2 eq) and sodium carbonate (26 mg; 0.246 mmol; 3 eq) in anhydrous dimethylformamide (0.37 ml) is stirred under argon at 100° C. for 4 h. Partition (aqueous sodium hydrogenocarbonate/ethyl acetate), filtration... Product: N1N=CC=C1C1=CN=C2N1C1=CC=C(C=C1N=C2NCCCO)C2=C(C=CC=C2)C(F)(F)F (3-{[1-(1H-pyrazol-5-yl)-7-(2-[trifluoromethyl]phenyl)imidazo[1,2-a]quinoxalin-4-yl]amino}propan-1-ol). Solvent: CN(C=O)C (dimethylformamide). The reactants are [Si](C)(C)(C)I (TMSI), C(C)OC(=O)N1CCC2=C(CC1)C(=C(S2)CC(F)(F)F)Br (3-Bromo-2-(2,2,2-trifluoro-ethyl)-4,5,7,8-tetrahydro-thieno[2,3-d]azepine-6-carboxylic acid ethyl ester), [Si](C)(C)(C)I (TMSI). Solvent: C(Cl)(Cl)Cl (CHCl3). Reaction conditions: temperature 70 celsius, time 0.5 hour. Yields the product BrC1=C(SC=2CCNCCC21)CC(F)(F)F (3-Bromo-2-(2,2,2-trifluoro-ethyl)-5,6,7,8-tetrahydro-4H-thieno[2,3-d]azepine). RXN SMILES: C(OC([N:6]1[CH2:12][CH2:11][C:10]2[C:13]([Br:21])=[C:14]([CH2:16][C:17]([F:20])([F:19])[F:18])[S:15][C:9]=2[CH2:8][CH2:7]1)=O)C.[Si](I)(C)(C)C>C(Cl)(Cl)Cl>[Br:21][C:13]1[C:10]2[CH2:11][CH2:12][NH:6][CH2:7][CH2:8][C:9]=2[S:15][C:14]=1[CH2:16][C:17]([F:19])([F:18])[F:20]. Reported procedure: The product of step (b) (0.18 mmol) was dissolved in CHCl3 (3 mL) and treated with TMSI (1 mmol, 200 uL). After heating for ½ hour at 70° C., another 200 uL of TMSI was added and heating was continued for ½ hour. The reaction was cooled and carefully quenched with 0.5 mL each of EtOH and water. The reaction was diluted with 1M NaOH (3 mL) and the product was extracted into DCM (2×5 mL). The organic extracts were concentrated and the residue was purified by preparative HPLC-MS. 1H NMR (CD3OD) δ 3...